Dataset: the Open Reaction Database (ORD), a public repository of structured organic reaction records. Task: describe an organic reaction: reactants, conditions, products, and yield Starting materials: C1(=CC=CC=C1)CCOCC(C)C1=CC(=CC=C1)OC (2-(3-methoxyphenyl)propyl 2-phenylethyl ether), N1=CC=CC=C1 (pyridine), Cl.N1=CC=CC=C1 (pyridine hydrochloride), O (water). The solvent is CCOCC (ether). Run at temperature 190 celsius. The product is C1(=CC=CC=C1)CCOCC(C)C1=CC(=CC=C1)O (2-(3-Hydroxyphenyl)propyl 2-Phenylethyl Ether). As a reaction SMILES: [C:1]1([CH2:7][CH2:8][O:9][CH2:10][CH:11]([C:13]2[CH:18]=[CH:17][CH:16]=[C:15]([O:19]C)[CH:14]=2)[CH3:12])[CH:6]=[CH:5][CH:4]=[CH:3][CH:2]=1.N1C=CC=CC=1.Cl.N1C=CC=CC=1.O>CCOCC>[C:1]1([CH2:7][CH2:8][O:9][CH2:10][CH:11]([C:13]2[CH:18]=[CH:17][CH:16]=[C:15]([OH:19])[CH:14]=2)[CH3:12])[CH:6]=[CH:5][CH:4]=[CH:3][CH:2]=1 |f:2.3|. Procedure: A mixture of 2-(3-methoxyphenyl)propyl 2-phenylethyl ether (176 mg., 0.65 mmole), pyridine (0.4 ml., 4.96 mmole) and dry pyridine hydrochloride (4 g., 34.6 mmole) is heated at 190° C. for 6 hours. The reaction mixture is cooled and added to a mixture of water (100 ml.) and ether (150 ml.). The ether extract is washed once with water (50 ml.) and, along with a second ether extract (50 ml.) of the aqueous phase, is dried over magnesium sulfate and evaporated to an oil. The oil is purified via prep... The reactants are C1(CC1)C=1N=C2N(C=C(C=C2)[N+](=O)[O-])C1C (2-cyclopropyl-3-methyl-6-nitroimidazo[1,2-a]pyridine), FC(OC=1C=CC(=NC1)C1=CC=C(C=C1)C(=O)O)F (4-[5-(difluoromethoxy)-2-pyridyl]benzenecarboxylic acid). The product is C1(CC1)C=1N=C2N(C=C(C=C2)NC(C2=CC=C(C=C2)C2=NC=C(C=C2)OC(F)F)=O)C1C (N-(2-cyclopropyl-3-methylimidazo[1,2-a]pyridin-6-yl)-4-[5-(difluoromethoxy)-2-pyridyl] benzamide). Reaction SMILES: [CH:1]1([C:4]2[N:5]=[C:6]3[CH:11]=[CH:10][C:9]([N+:12]([O-])=O)=[CH:8][N:7]3[C:15]=2[CH3:16])[CH2:3][CH2:2]1.[F:17][CH:18]([F:35])[O:19][C:20]1[CH:21]=[CH:22][C:23]([C:26]2[CH:31]=[CH:30][C:29]([C:32](O)=[O:33])=[CH:28][CH:27]=2)=[N:24][CH:25]=1>>[CH:1]1([C:4]2[N:5]=[C:6]3[CH:11]=[CH:10][C:9]([NH:12][C:32](=[O:33])[C:29]4[CH:28]=[CH:27][C:26]([C:23]5[CH:22]=[CH:21][C:20]([O:19][CH:18]([F:35])[F:17])=[CH:25][N:24]=5)=[CH:31][CH:30]=4)=[CH:8][N:7]3[C:15]=2[CH3:16])[CH2:3][CH2:2]1. Reported procedure: Conducting the operations similar to those of Example 1 using 2-cyclopropyl-3-methyl-6-nitroimidazo[1,2-a]pyridine and 4-[5-(difluoromethoxy)-2-pyridyl]benzenecarboxylic acid, the title compound was obtained as white solid.